This data is from the Open Reaction Database (ORD), a public repository of structured organic reaction records. The task is: describe an organic reaction: reactants, conditions, products, and yield Starting materials: C(C)(C)(C)C1=C(C=CC=C1)O (tertiary butylphenol), p-formaldehyde, NC1=CC=CC=C1 (aniline). Reaction conditions: temperature 100 celsius, time 1 hour. The product is O1NC=CC2=C1C=CC=C2 (benzoxazine). RXN SMILES: [C:1]([C:5]1[CH:10]=[CH:9][CH:8]=[CH:7][C:6]=1[OH:11])(C)(C)[CH3:2].[NH2:12]C1C=CC=CC=1>>[O:11]1[C:6]2[CH:7]=[CH:8][CH:9]=[CH:10][C:5]=2[CH:1]=[CH:2][NH:12]1. Reported procedure: 1 mol of tertiary butylphenol, 2.2 mol of p-formaldehyde, and 1.1 mol of aniline were mixed and stirred without a solvent at 100° C. for 1 hour to produce a crude product. The crude product was washed twice with a 1N NaOH aqueous solution and once with distilled water. The washed crude product was then dried with magnesium sulfate. Then, the resultant was filtered. The resultant was dried in a vacuum to obtain the benzoxazine monomer represented by Formula 4. The benzoxazine monomer of Formula 4... Starting materials: COc1ccc(C2=NN(C3CCNCC3)C(=O)C2(C)C)cc1OC, O=S(=O)(Cl)c1ccc(Cl)cc1Cl. Product: COc1ccc(C2=NN(C3CCN(S(=O)(=O)c4ccc(Cl)cc4Cl)CC3)C(=O)C2(C)C)cc1OC. Reaction SMILES: [CH3:1][O:2][c:3]1[cH:4][c:5]([C:11]2=[N:15][N:14]([CH:16]3[CH2:17][CH2:18][NH:19][CH2:20][CH2:21]3)[C:13](=[O:22])[C:12]2([CH3:23])[CH3:24])[cH:6][cH:7][c:8]1[O:9][CH3:10].[Cl:25][c:26]1[c:27]([S:33](=[O:34])(=[O:35])[Cl:36])[cH:28][cH:29][c:30]([Cl:32])[cH:31]1>>[CH3:1][O:2][c:3]1[cH:4][c:5]([C:11]2=[N:15][N:14]([CH:16]3[CH2:17][CH2:18][N:19]([S:33]([c:27]4[c:26]([Cl:25])[cH:31][c:30]([Cl:32])[cH:29][cH:28]4)(=[O:34])=[O:35])[CH2:20][CH2:21]3)[C:13](=[O:22])[C:12]2([CH3:23])[CH3:24])[cH:6][cH:7][c:8]1[O:9][CH3:10].